From a dataset of the Open Reaction Database (ORD), a public repository of structured organic reaction records. describe an organic reaction: reactants, conditions, products, and yield The yield is 96.5%. Run in P(O)(O)(O)=O (orthophosphoric acid). As a reaction SMILES: O=P12OP3(OP(OP(O3)(O1)=O)(=O)O2)=O.[NH2:15][C:16]1[CH:21]=[CH:20][C:19]([NH:22][C:23]2[CH:31]=[CH:30][C:29]([N+:32]([O-:34])=[O:33])=[CH:28][C:24]=2[C:25]([OH:27])=O)=[CH:18][CH:17]=1.N>P(=O)(O)(O)O>[NH2:15][C:16]1[CH:17]=[CH:18][C:19]2[NH:22][C:23]3[C:24](=[CH:28][C:29]([N+:32]([O-:34])=[O:33])=[CH:30][CH:31]=3)[C:25](=[O:27])[C:20]=2[CH:21]=1. Run at time 6 hour. Yields the product NC1=CC=2C(C3=CC(=CC=C3NC2C=C1)[N+](=O)[O-])=O (2-amino-7-nitro-9(10H)-acridone). Reported procedure: See Korolev et al., 1976. Polyphosphoric acid was freshly prepared by slowly adding, with stirring, 85% orthophosphoric acid (360 mL) to phosphorus pentoxide (600 g). The mixture was then heated on a steam bath with stirring until a clear viscous liquid was obtained. 2-(-4-amino-phenylamino)-5-nitrobenzoic acid 10 (107.76 g, 0.394 mol) was added with stirring over the course of 5 min. Heating on the steam bath was continued for 6 hr, the mixture being stirred occasionally. Whilst still hot, the ... Reactants: Polyphosphoric acid, ice water, N (ammonia), O=P12OP3(=O)OP(=O)(O1)OP(=O)(O2)O3 (phosphorus pentoxide), NC1=CC=C(C=C1)NC1=C(C(=O)O)C=C(C=C1)[N+](=O)[O-] (2-(4-Amino-phenylamino)-5-nitrobenzoic acid). Starting materials: N1CCCC1 (Pyrrolidine), COC(=O)C=1C=C(C2=C(S(CC3=C(O2)C(=CC(=C3)NCCCl)Cl)(=O)=O)C1)C (4-Chloro-2-(2-chloro-ethylamino)-6-methyl-10,10-dioxo-10,11-dihydro-5-oxa-10lambda*6*-thia-dibenzo[a,d]cycloheptene-8-carboxylic acid methyl ester). The solvent is CN(C)C=O (DMF). Reaction conditions: temperature 100 celsius, time 5 hour. Product: COC(=O)C=1C=C(C2=C(S(CC3=C(O2)C(=CC(=C3)NCCN3CCCC3)Cl)(=O)=O)C1)C (4-Chloro-6-methyl-10,10-dioxo-2-(2-pyrrolidin-1-yl-ethylamino)-10,11-dihydro-5-oxa-10lambda*6*-thia-dibenzo[a,d]cycloheptene-8-carboxylic acid methyl ester). As a reaction SMILES: [NH:1]1[CH2:5][CH2:4][CH2:3][CH2:2]1.[CH3:6][O:7][C:8]([C:10]1[CH:11]=[C:12]([CH3:32])[C:13]2[O:19][C:18]3[C:20]([Cl:28])=[CH:21][C:22]([NH:24][CH2:25][CH2:26]Cl)=[CH:23][C:17]=3[CH2:16][S:15](=[O:30])(=[O:29])[C:14]=2[CH:31]=1)=[O:9]>CN(C=O)C>[CH3:6][O:7][C:8]([C:10]1[CH:11]=[C:12]([CH3:32])[C:13]2[O:19][C:18]3[C:20]([Cl:28])=[CH:21][C:22]([NH:24][CH2:25][CH2:26][N:1]4[CH2:5][CH2:4][CH2:3][CH2:2]4)=[CH:23][C:17]=3[CH2:16][S:15](=[O:29])(=[O:30])[C:14]=2[CH:31]=1)=[O:9]. Procedure details: Pyrrolidine (0.14 mL, 1.74 mmol) was added to a solution of Example 56k (0.5 g, 1.16 mmol) in dry DMF (5 mL) in an atmosphere of nitrogen. It was stirred at 100° C. for 5 h. The reaction mixture was concentrated and treated with chilled water to obtain a solid which was filtered, washed with water, dried and purified using flash chromatography (silica gel, 2% methanol/chloroform) to obtain the title compound. Yield: 0.375 g, (69.44%); 1H NMR (DMSO-d6): δ 1.75 (m, 4H, 2CH2), 2.70 (s, 3H, CH3), 2....